This data is from the Open Reaction Database (ORD), a public repository of structured organic reaction records. The task is: describe an organic reaction: reactants, conditions, products, and yield Reactants: BrC=1C=CC(=C(C(=O)N(C)OC)C1)F (5-Bromo-2-fluoro-N-methoxy-N-methylbenzamide), C[Mg]Br (methyl magnesium bromide), C(C)OCC (diethyl ether), Cl (hydrochloric acid). The solvent is C1CCOC1 (THF). Reaction conditions: temperature 0 celsius, time 6.5 hour. Product: BrC=1C=CC(=C(C1)C(C)=O)F (1-(5-Bromo-2-fluorophenyl)ethanone). The yield is 97.0%. Reaction SMILES: [Br:1][C:2]1[CH:3]=[CH:4][C:5]([F:14])=[C:6]([CH:13]=1)[C:7](N(OC)C)=[O:8].[CH3:15][Mg]Br.C(OCC)C.Cl>C1COCC1>[Br:1][C:2]1[CH:3]=[CH:4][C:5]([F:14])=[C:6]([C:7](=[O:8])[CH3:15])[CH:13]=1. Reported procedure: To a stirred solution of compound 14 (106 g, 404 mmol) in anhydrous THF (1.7 L) was added a solution of methyl magnesium bromide in diethyl ether (3.0 M, 270 mL, 808 mmol) at 0° C. under nitrogen. After addition was completed, the reaction mixture was stirred at 0° C. for 6.5 h. After this time, the solution was poured to a cold 2 N hydrochloric acid (1 L) and warmed to room temperature. The resulting mixture was extracted with ethyl acetate (2×1 L). The combined extracts were washed with satura...